Dataset: the Open Reaction Database (ORD), a public repository of structured organic reaction records. Task: describe an organic reaction: reactants, conditions, products, and yield Reactants: O=CC1=CC(OC)=C(O)C=C1 (vanillin), water ice. Run in CC(=O)C (acetone). Yields the product OC1=C(C=C(C=C1)C=CC(C=CC1=CC(=C(C=C1)O)OC)=O)OC (1,5-bis(4-hydroxy-3-methoxyphenyl)-penta 1,4-dien-3-one). Reaction SMILES: O=[CH:2][C:3]1[CH:11]=[CH:10][C:8]([OH:9])=[C:5]([O:6][CH3:7])[CH:4]=1>CC(C)=O>[OH:9][C:8]1[CH:10]=[CH:11][C:3]([CH:2]=[CH:4][C:5](=[O:6])[CH:8]=[CH:2][C:3]2[CH:11]=[CH:10][C:8]([OH:9])=[C:5]([O:6][CH3:7])[CH:4]=2)=[CH:4][C:5]=1[O:6][CH3:7]. Reported procedure: From vanillin and acetone in a 2:1 molar rate in acid medium, in temperatures that changes between 25 and 60° C., under ultrasonic irradiation conditions in a range from 25 to 40 KHz for a period of 1 to 3 hours further putting the reacted mixture into water/ice until producing the raw product, which dissolves in a solution of sodium hydroxide or potassium hydroxide (between 10-30%) being filtered; the filtrated is treated with hydrochloric acid or sulphuric acid from a concentration between 10-... The reactants are ClC1=NC(=CC(=C1)N)C1=C(C=CC(=C1)Cl)OC (2-chloro-6-(5-chloro-2-methoxy-phenyl)-pyridin-4-yl-amine), ClC1=CC=C(C=C1)N (4-chloro-phenylamine). Yields the product ClC=1C=CC(=C(C1)C1=CC(=CC(=N1)NC1=CC=C(C=C1)Cl)N)OC (6-(5-Chloro-2-methoxy-phenyl)-N*2*-(4-chloro-phenyl)-pyridine-2,4-diamine). Isolated yield 22.0%. Reaction SMILES: Cl[C:2]1[CH:7]=[C:6]([NH2:8])[CH:5]=[C:4]([C:9]2[CH:14]=[C:13]([Cl:15])[CH:12]=[CH:11][C:10]=2[O:16][CH3:17])[N:3]=1.[Cl:18][C:19]1[CH:24]=[CH:23][C:22]([NH2:25])=[CH:21][CH:20]=1>>[Cl:15][C:13]1[CH:12]=[CH:11][C:10]([O:16][CH3:17])=[C:9]([C:4]2[N:3]=[C:2]([NH:25][C:22]3[CH:23]=[CH:24][C:19]([Cl:18])=[CH:20][CH:21]=3)[CH:7]=[C:6]([NH2:8])[CH:5]=2)[CH:14]=1. Procedure details: Following the method described in Example 3, 2-chloro-6-(5-chloro-2-methoxy-phenyl)-pyridin-4-yl-amine and 4-chloro-phenylamine, provided the title compound (22% yield). 1H NMR (acetone-d6) δ 3.90 (s, 3H, CH3), 5.39 (s, 2H, NH2), 6.90 (d, 1H, J=1.7 Hz, Ar), 7.12 (d, 1H, J=8.8 Hz, Ar), 7.24 (d, 2H, J=8.9 Hz, Ar), 7.34 (dd, 1H, J=8.8 Hz, J=2.8 Hz, Ar), 7.73 (d, 2H, J=8.9 Hz, Ar), 7.91 (d, 1H, J=2.8 Hz, Ar), 8.09 (s, 1H, NH). Reactants: FC1=C(C=C(C=C1)C(F)(F)F)N=C=O (2-fluoro-5-trifluoromethylphenyl isocyanate), NC1=CC=C(C=C1)C1=C(NC=2C1=NC=CC2)C(=O)N (3-(4-aminophenyl)-1H-pyrrolo[3,2-b]pyridine-2-carboxamide). Solvent: O1CCCC1 (tetrahydrofuran). Conditions: time 1 hour. Product: FC1=C(C=C(C=C1)C(F)(F)F)NC(NC1=CC=C(C=C1)C1=C(NC=2C1=NC=CC2)C(=O)N)=O (3-{4-[3-(2-fluoro-5-trifluoromethylphenyl)-ureido]phenyl}-1H-pyrrolo[3,2-b]pyridine-2-carboxamide). Yield: 75.8%. Reaction SMILES: [F:1][C:2]1[CH:7]=[CH:6][C:5]([C:8]([F:11])([F:10])[F:9])=[CH:4][C:3]=1[N:12]=[C:13]=[O:14].[NH2:15][C:16]1[CH:21]=[CH:20][C:19]([C:22]2[C:26]3=[N:27][CH:28]=[CH:29][CH:30]=[C:25]3[NH:24][C:23]=2[C:31]([NH2:33])=[O:32])=[CH:18][CH:17]=1>O1CCCC1>[F:1][C:2]1[CH:7]=[CH:6][C:5]([C:8]([F:11])([F:10])[F:9])=[CH:4][C:3]=1[NH:12][C:13](=[O:14])[NH:15][C:16]1[CH:17]=[CH:18][C:19]([C:22]2[C:26]3=[N:27][CH:28]=[CH:29][CH:30]=[C:25]3[NH:24][C:23]=2[C:31]([NH2:33])=[O:32])=[CH:20][CH:21]=1. Procedure: 73 mg of 2-fluoro-5-trifluoromethylphenyl isocyanate are added to a solution of 80 mg of 3-(4-aminophenyl)-1H-pyrrolo[3,2-b]pyridine-2-carboxamide in 18 ml of tetrahydrofuran. After stirring for 1 hour, the mixture is concentrated under reduced pressure and the residue is purified by chromatography on a silica column, elution being carried out with a mixture of cyclohexane and ethyl acetate (20/80 by volume) to give 110 mg of 3-{4-[3-(2-fluoro-5-trifluoromethylphenyl)-ureido]phenyl}-1H-pyrrolo[3... Starting materials: [N+](=O)([O-])C1=CC=C(C=CS(=O)(=O)NC(C2=CC=C(C=C2)N)=N)C=C1 (N-(4-NITROSTYRYLSULFONYL)-4-AMINOBENZAMIDINE), ( b ), Cl.C(C)(=N)N (acetamidine hydrochloride), [OH-].[Na+] (sodium hydroxide), C(=CC1=CC=CC=C1)S(=O)(=O)Cl (styrylsulfonyl chloride). The solvent is CC(=O)C (acetone), CC(=O)C (acetone). The product is C(=CC1=CC=CC=C1)S(=O)(=O)NC(C)=N (N-(STYRYLSULFONYL)ACETAMIDINE). Yield: 76.0%. As a reaction SMILES: [N+]([C:4]1[CH:24]=[CH:23][C:7]([CH:8]=[CH:9][S:10]([NH:13][C:14](=[NH:22])[C:15]2C=CC(N)=CC=2)(=[O:12])=[O:11])=[CH:6][CH:5]=1)([O-])=O.Cl.C(N)(=N)C.[OH-].[Na+].C(S(Cl)(=O)=O)=CC1C=CC=CC=1>CC(C)=O>[CH:9]([S:10]([NH:13][C:14](=[NH:22])[CH3:15])(=[O:12])=[O:11])=[CH:8][C:7]1[CH:23]=[CH:24][CH:4]=[CH:5][CH:6]=1 |f:1.2,3.4|. Procedure details: Addition of 50% sodium hydroxide (4.0 g., 0.05 mole) to a solution of 4-aminobenzamidine hydrochloride (0.5 mole) in 10 ml. of water affords 4-aminobenzamidine free base. Acetone (50 ml.) is added to the liberated free base and the mixture cooled to 5° C. 4-Nitrostyrylsulfonyl chloride is added to the mixture in a period of 5 min. while maintaining a temperature below 15° C. The mixture is stirred for 10 min., the reaction mixture concentrated under reduced pressure provides a residue which dilu... RXN SMILES: [CH3:64][C:65](=[O:66])[CH3:67].[O:1]([c:2]1[cH:3][cH:4][cH:5][cH:6][cH:7]1)[CH2:8][C:9](=[O:10])[NH:11][CH:12]1[C:13](=[O:43])[N:14]([CH:27]([C:28](=[O:29])[O:30][CH2:31][c:32]2[cH:33][cH:34][c:35]([O:38][CH3:39])[cH:36][cH:37]2)[C:40](=[CH2:41])[CH3:42])[CH:15]1[S:16][S:17][c:18]1[s:19][c:20]2[cH:21][cH:22][cH:23][cH:24][c:25]2[n:26]1.[OH2:63].[c:44]1([S:50](=[O:51])([O:52][c:53]2[s:54][c:55]3[cH:56][cH:57][cH:58][cH:59][c:60]3[n:61]2)=[S:62])[cH:45][cH:46][cH:47][cH:48][cH:49]1>>[O:1]([c:2]1[cH:3][cH:4][cH:5][cH:6][cH:7]1)[CH2:8][C:9](=[O:10])[NH:11][CH:12]1[C:13](=[O:43])[N:14]([CH:27]([C:28](=[O:29])[O:30][CH2:31][c:32]2[cH:33][cH:34][c:35]([O:38][CH3:39])[cH:36][cH:37]2)[C:40](=[CH2:41])[CH3:42])[CH:15]1[S:52][S:50]([c:44]1[cH:45][cH:46][cH:47][cH:48][cH:49]1)(=[O:51])=[O:62]. The reactants are CC(C)=O, C=C(C)C(C(=O)OCc1ccc(OC)cc1)N1C(=O)C(NC(=O)COc2ccccc2)C1SSc1nc2ccccc2s1, O, O=S(=S)(Oc1nc2ccccc2s1)c1ccccc1. The product is C=C(C)C(C(=O)OCc1ccc(OC)cc1)N1C(=O)C(NC(=O)COc2ccccc2)C1SS(=O)(=O)c1ccccc1. Starting materials: CCOC(=O)c1ccc(-c2ccccc2OC)cc1, [Na+], C1CCOC1, [OH-]. The product is COc1ccccc1-c1ccc(C(=O)O)cc1. As a reaction SMILES: [CH2:1]([CH3:2])[O:3][C:4](=[O:5])[c:6]1[cH:7][cH:8][c:9](-[c:12]2[c:13]([O:18][CH3:19])[cH:14][cH:15][cH:16][cH:17]2)[cH:10][cH:11]1.[Na+:21].[O:22]1[CH2:23][CH2:24][CH2:25][CH2:26]1.[OH-:20]>>[O:3]=[C:4]([OH:5])[c:6]1[cH:7][cH:8][c:9](-[c:12]2[c:13]([O:18][CH3:19])[cH:14][cH:15][cH:16][cH:17]2)[cH:10][cH:11]1.